Dataset: the Open Reaction Database (ORD), a public repository of structured organic reaction records. Task: describe an organic reaction: reactants, conditions, products, and yield Reactants: N(=[N+]=[N-])C1CCC=2N(C3=CC=CC=C3C2CC(=O)OCCC)C1 (propyl (7-azido-6,7,8,9-tetrahydropyrido[1,2-α]indol-10-yl)acetate), C(C#C)OC1=CC=CC=C1 ((prop-2-yn-1-yloxy)benzene). Yields the product O(C1=CC=CC=C1)CC1=CN=NN1C1CCC=2N(C3=CC=CC=C3C2CC(=O)O)C1 ([7-(5-Phenoxymethyl-[1,2,3]triazol-1-yl)-6,7,8,9-tetrahydropyrido[1,2-α]indol-10-yl]-acetic acid). RXN SMILES: [N:1]([CH:4]1[CH2:23][N:8]2[C:9]3[C:14]([C:15]([CH2:16][C:17]([O:19]CCC)=[O:18])=[C:7]2[CH2:6][CH2:5]1)=[CH:13][CH:12]=[CH:11][CH:10]=3)=[N+:2]=[N-:3].[CH2:24]([O:27][C:28]1[CH:33]=[CH:32][CH:31]=[CH:30][CH:29]=1)[C:25]#[CH:26]>>[O:27]([CH2:24][C:25]1[N:1]([CH:4]2[CH2:23][N:8]3[C:9]4[C:14]([C:15]([CH2:16][C:17]([OH:19])=[O:18])=[C:7]3[CH2:6][CH2:5]2)=[CH:13][CH:12]=[CH:11][CH:10]=4)[N:2]=[N:3][CH:26]=1)[C:28]1[CH:33]=[CH:32][CH:31]=[CH:30][CH:29]=1. Procedure details: The title compound was prepared using procedures described in EXAMPLE 3 from propyl (7-azido-6,7,8,9-tetrahydropyrido[1,2-α]indol-10-yl)acetate and (prop-2-yn-1-yloxy)benzene. MS (+ESI) m/z: 403.1.